From a dataset of the Open Reaction Database (ORD), a public repository of structured organic reaction records. describe an organic reaction: reactants, conditions, products, and yield The reactants are C([O-])([O-])=O.[K+].[K+] (potassium carbonate), C(C=C)Br (allylbromide), BrC1=C(C=C(C=C1)OC)O (4-bromo-3-hydroxyanisol). Solvent: CC#N (CH3CN). Yields the product C(C=C)OC=1C=C(C=CC1Br)OC (3-allyloxy-4-bromoanisol). Yield: 111.0%. Reaction SMILES: [Br:1][C:2]1[CH:7]=[CH:6][C:5]([O:8][CH3:9])=[CH:4][C:3]=1[OH:10].C(=O)([O-])[O-].[K+].[K+].[CH2:17](Br)[CH:18]=[CH2:19]>CC#N>[CH2:19]([O:10][C:3]1[CH:4]=[C:5]([O:8][CH3:9])[CH:6]=[CH:7][C:2]=1[Br:1])[CH:18]=[CH2:17] |f:1.2.3|. Reported procedure: To a solution of 4-bromo-3-hydroxyanisol (14.49, 59.3 mmol), synthesized by known methods, in CH3CN (200 ml), dry potassium carbonate (20 g) and allylbromide (8.0 ml, 92.4 mmol) was added. The reaction mixture was stirred and refluxed for 1 hour and thereafter cooled to room temperature, filtered and evaporated. The residue was dissolved in ether and extracted with water. The organic layer was separated and dried (Na2SO4). Evaporation of the solvent afforded 16.0 g (93%) of 3-allyloxy-4-bromoani...